Dataset: the Open Reaction Database (ORD), a public repository of structured organic reaction records. Task: describe an organic reaction: reactants, conditions, products, and yield Starting materials: O=C(NCc1cccs1)c1cc2ccccc2nc1Cl, CN(C)C=O, O=S(=O)(CCS)c1ccccc1. Yields the product O=C(NCc1cccs1)c1cc2ccccc2nc1SCCS(=O)(=O)c1ccccc1. As a reaction SMILES: [Cl:13][c:14]1[n:15][c:16]2[cH:17][cH:18][cH:19][cH:20][c:21]2[cH:22][c:23]1[C:24](=[O:25])[NH:26][CH2:27][c:28]1[s:29][cH:30][cH:31][cH:32]1.[O:33]=[CH:34][N:35]([CH3:36])[CH3:37].[c:1]1([S:7](=[O:8])(=[O:9])[CH2:10][CH2:11][SH:12])[cH:2][cH:3][cH:4][cH:5][cH:6]1>>[c:1]1([S:7](=[O:8])(=[O:9])[CH2:10][CH2:11][S:12][c:14]2[n:15][c:16]3[cH:17][cH:18][cH:19][cH:20][c:21]3[cH:22][c:23]2[C:24](=[O:25])[NH:26][CH2:27][c:28]2[s:29][cH:30][cH:31][cH:32]2)[cH:2][cH:3][cH:4][cH:5][cH:6]1. Reactants: C=CCC1(c2ccc(F)cc2)CCN(C2CCCN(C(=O)OC(C)(C)C)C2)C(=O)O1, ClCCl, O=C(O)C(F)(F)F, [Na+], O=C([O-])O. Product: C=CCC1(c2ccc(F)cc2)CCN(C2CCCNC2)C(=O)O1. Reaction SMILES: [CH2:1]([CH:2]=[CH2:3])[C:4]1([c:24]2[cH:25][cH:26][c:27]([F:30])[cH:28][cH:29]2)[CH2:5][CH2:6][N:7]([CH:11]2[CH2:12][N:13]([C:17]([O:18][C:19]([CH3:20])([CH3:21])[CH3:22])=[O:23])[CH2:14][CH2:15][CH2:16]2)[C:8](=[O:10])[O:9]1.[Cl:43][CH2:44][Cl:45].[F:31][C:32]([F:33])([F:34])[C:35]([OH:36])=[O:37].[Na+:42].[O-:38][C:39]([OH:40])=[O:41]>>[CH2:1]([CH:2]=[CH2:3])[C:4]1([c:24]2[cH:25][cH:26][c:27]([F:30])[cH:28][cH:29]2)[CH2:5][CH2:6][N:7]([CH:11]2[CH2:12][NH:13][CH2:14][CH2:15][CH2:16]2)[C:8](=[O:10])[O:9]1.